From a dataset of the Open Reaction Database (ORD), a public repository of structured organic reaction records. describe an organic reaction: reactants, conditions, products, and yield Yield: 49.7%. Procedure: In the same manner as in Example 1, step 6 and using 7-(2-methylphenylamino)-6-(2H-spiro[benzofuran-3,4′-piperidine]-1′-ylcarbonyl)pyrazolo[1,5-a]pyrimidine-3-carboxylic acid (0.07 g, 0.14 mmol) obtained in step 2 and ethanesulfonamide (0.076 g, 0.72 mmol), the title compound (0.04 g, 50%) was obtained. Reactants: CC1=C(C=CC=C1)NC1=C(C=NC=2N1N=CC2C(=O)O)C(=O)N2CCC1(CC2)COC2=C1C=CC=C2 (7-(2-Methylphenylamino)-6-(2H-spiro[benzofuran-3,4′-piperidine]-1′-ylcarbonyl)pyrazolo[1,5-a]pyrimidine-3-carboxylic acid), C(C)S(=O)(=O)N (ethanesulfonamide). Reaction SMILES: [CH3:1][C:2]1[CH:7]=[CH:6][CH:5]=[CH:4][C:3]=1[NH:8][C:9]1[N:14]2[N:15]=[CH:16][C:17]([C:18](O)=[O:19])=[C:13]2[N:12]=[CH:11][C:10]=1[C:21]([N:23]1[CH2:28][CH2:27][C:26]2([C:32]3[CH:33]=[CH:34][CH:35]=[CH:36][C:31]=3[O:30][CH2:29]2)[CH2:25][CH2:24]1)=[O:22].[CH2:37]([S:39]([NH2:42])(=[O:41])=[O:40])[CH3:38]>>[CH3:1][C:2]1[CH:7]=[CH:6][CH:5]=[CH:4][C:3]=1[NH:8][C:9]1[N:14]2[N:15]=[CH:16][C:17]([C:18]([NH:42][S:39]([CH2:37][CH3:38])(=[O:41])=[O:40])=[O:19])=[C:13]2[N:12]=[CH:11][C:10]=1[C:21]([N:23]1[CH2:28][CH2:27][C:26]2([C:36]3[CH:35]=[CH:34][CH:33]=[CH:32][C:31]=3[O:30][CH2:29]2)[CH2:25][CH2:24]1)=[O:22]. Yields the product CC1=C(C=CC=C1)NC1=C(C=NC=2N1N=CC2C(=O)NS(=O)(=O)CC)C(=O)N2CCC1(CC2)COC2=C1C=CC=C2 (N-[7-(2-Methylphenylamino)-6-(2H-spiro[benzofuran-3,4′-piperidine]-1′-ylcarbonyl)pyrazolo[1,5-a]pyrimidine-3-carbonyl]ethanesulfonamide).